This data is from the Open Reaction Database (ORD), a public repository of structured organic reaction records. The task is: describe an organic reaction: reactants, conditions, products, and yield The reactants are ClC1=C(C=O)C=CC(=C1)Cl (2,4-Dichlorobenzaldehyde), [C@@H]1(CCCC2=CC=CC=C12)N ((1S)-1,2,3,4-tetrahydro-1-naphthalenylamine). Yields the product ClC1=C(CN[C@H]2CCCC3=CC=CC=C23)C=CC(=C1)Cl (N-(2,4-dichlorobenzyl)-N-[(1S)-1,2,3,4-tetrahydro-1-naphthalenyl]amine). Reaction SMILES: [Cl:1][C:2]1[CH:9]=[C:8]([Cl:10])[CH:7]=[CH:6][C:3]=1[CH:4]=O.[C@@H:11]1([NH2:21])[C:20]2[C:15](=[CH:16][CH:17]=[CH:18][CH:19]=2)[CH2:14][CH2:13][CH2:12]1>>[Cl:1][C:2]1[CH:9]=[C:8]([Cl:10])[CH:7]=[CH:6][C:3]=1[CH2:4][NH:21][C@@H:11]1[C:20]2[C:15](=[CH:16][CH:17]=[CH:18][CH:19]=2)[CH2:14][CH2:13][CH2:12]1. Procedure details: 2,4-Dichlorobenzaldehyde and (1S)-1,2,3,4-tetrahydro-1-naphthalenylamine were processed as described in Example 1A to provide the title compound. Reactants: C(CCC)[Mg]Cl (BuMgCl), BrC1=CC=C(C=C1)C1=C(C=CC=C1)C#N (2-(4-bromophenyl)benzenecarbonitrile), [Li]CCCC (n-BuLi), COB(OC)OC (Trimethylborate). The solvent is C1CCOC1 (THF), C1CCOC1 (THF), C1(=CC=CC=C1)C.CCCCCCC (toluene heptane). Reaction conditions: temperature 0 celsius, time 45 minute. Product: C(#N)C1=C(C=CC=C1)C1=CC=C(C=C1)B(O)O (4-(2-cyanophenyl)phenyl boronic acid). The yield is 54.7%. As a reaction SMILES: C([Mg]Cl)CCC.[Li]CCCC.Br[C:13]1[CH:18]=[CH:17][C:16]([C:19]2[CH:24]=[CH:23][CH:22]=[CH:21][C:20]=2[C:25]#[N:26])=[CH:15][CH:14]=1.C[O:28][B:29](OC)[O:30]C>C1(C)C=CC=CC=1.CCCCCCC.C1COCC1>[C:25]([C:20]1[CH:21]=[CH:22][CH:23]=[CH:24][C:19]=1[C:16]1[CH:17]=[CH:18][C:13]([B:29]([OH:30])[OH:28])=[CH:14][CH:15]=1)#[N:26] |f:4.5|. Procedure details: Dry THF (4 mL) is cooled to at −3° C. under nitrogen. BuMgCl (0.6 mL, 1.2 mmol, 2M in THF) is added. n-BuLi (1.5 mL, 2.4 mmol, 1.6 M in hexanes) is then added dropwise over 20 min at −3° C. to 0° C. After the addition, the solution is stirred at 0° C. for 45 min. The solution is cooled to −45° C. and treated dropwise over 20 min at −45 to −40° C. with a solution of 2-(4-bromophenyl)benzenecarbonitrile (0.5 g, 1.9 mmol) in a total of 4 mL THF. The resulting yellowish-orange solution is allowed to...